Task: describe an organic reaction: reactants, conditions, products, and yield. Dataset: the Open Reaction Database (ORD), a public repository of structured organic reaction records Procedure: 4,5-Dichloroimidazole (0.68 g, 5 mmol) and potassium hydroxide (0.28 g, 5 mmol) were added to a round bottom flask. Acetonitrile (2 mL) was added and the mixture was brought to reflux and stirred 30 min until all KOH was consumed. 2-(Bromomethyl)-1,4-benzodioxane (1.5 mL, 10 mmol) was added and the solution was returned to reflux overnight, during which time a white precipitate formed. The mixture was cooled to ambient temperature and filtered to remove the precipitate. The filtrate was concentr... Product: O1C(COC2=C1C=CC=C2)CN2C=NC(=C2Cl)Cl (1-(benzo[1,4]dioxan-2-ylmethyl)-4,5-dichloroimidazole). Yield: 51.2%. Run in C(C)OCC (diethyl ether). As a reaction SMILES: [Cl:1][C:2]1[N:3]=[CH:4][NH:5][C:6]=1[Cl:7].[OH-].[K+].C(#N)C.Br[CH2:14][CH:15]1[O:20][C:19]2[CH:21]=[CH:22][CH:23]=[CH:24][C:18]=2[O:17][CH2:16]1>C(OCC)C>[O:20]1[C:19]2[CH:21]=[CH:22][CH:23]=[CH:24][C:18]=2[O:17][CH2:16][CH:15]1[CH2:14][N:3]1[C:2]([Cl:1])=[C:6]([Cl:7])[N:5]=[CH:4]1 |f:1.2|. Reactants: [OH-].[K+] (KOH), ClC=1N=CNC1Cl (4,5-Dichloroimidazole), [OH-].[K+] (potassium hydroxide), BrCC1COC2=C(O1)C=CC=C2 (2-(Bromomethyl)-1,4-benzodioxane), C(C)#N (Acetonitrile). The reactants are O=C1C(=CN=C2N1C=NC=1C=C(C=CC21)NC(C(C)(C)C)=O)C(=O)OC (methyl 4-oxo-9-pivalamido-4H-pyrimido[1,2-C]quinazoline-3-carboxylate), [I-].[Li+] (lithium iodide), Cl (hydrochloric acid). The solvent is O (water), N1=CC=CC=C1 (pyridine). Reaction conditions: temperature 120 celsius, time 30 minute. Yields the product O=C1C(=CN=C2N1C=NC=1C=C(C=CC21)NC(C(C)(C)C)=O)C(=O)O (4-oxo-9-pivalamido-4H-pyrimido-[1,2-C]quinazoline-3-carboxylic acid). Isolated yield 46.5%. RXN SMILES: [O:1]=[C:2]1[N:7]2[CH:8]=[N:9][C:10]3[CH:11]=[C:12]([NH:16][C:17](=[O:22])[C:18]([CH3:21])([CH3:20])[CH3:19])[CH:13]=[CH:14][C:15]=3[C:6]2=[N:5][CH:4]=[C:3]1[C:23]([O:25]C)=[O:24].[I-].[Li+].Cl>N1C=CC=CC=1.O>[O:1]=[C:2]1[N:7]2[CH:8]=[N:9][C:10]3[CH:11]=[C:12]([NH:16][C:17](=[O:22])[C:18]([CH3:20])([CH3:21])[CH3:19])[CH:13]=[CH:14][C:15]=3[C:6]2=[N:5][CH:4]=[C:3]1[C:23]([OH:25])=[O:24] |f:1.2|. Procedure: A mixture of methyl 4-oxo-9-pivalamido-4H-pyrimido[1,2-C]quinazoline-3-carboxylate (6.5 g) and anhydrous lithium iodide (16.25 g) in dry pyridine (65 ml) was stirred at 100° C. for 1 hour and 30 minutes and at 120° C. for additional 30 minutes. The reaction mixture was concentrated under reduced pressure to give an oily residue, which was dissolved in water. The resulting solution was adjusted to pH 1 with conc. hydrochloric acid to give yellow crystals, which were separated by filtration, washe...